Task: describe an organic reaction: reactants, conditions, products, and yield. Dataset: the Open Reaction Database (ORD), a public repository of structured organic reaction records Run in CO (methanol). Yield: 83.0%. Starting materials: C(C)(C)(C)OC(=O)N[C@@H]1C(N(CC1)C1CCN(CC1)C(=O)OCC1=CC=CC=C1)=O ((S)-benzyl 4-(3-(tert-butoxycarbonylamino)-2-oxopyrrolidin-1-yl)piperidine-1-carboxylate), [H][H] (hydrogen). Yields the product O=C1N(CC[C@@H]1NC(OC(C)(C)C)=O)C1CCNCC1 ((S)-tert-butyl 2-oxo-1-(piperidin-4-yl)pyrrolidin-3-ylcarbamate). RXN SMILES: [C:1]([O:5][C:6]([NH:8][C@H:9]1[CH2:13][CH2:12][N:11]([CH:14]2[CH2:19][CH2:18][N:17](C(OCC3C=CC=CC=3)=O)[CH2:16][CH2:15]2)[C:10]1=[O:30])=[O:7])([CH3:4])([CH3:3])[CH3:2].[H][H]>CO.[Pd]>[O:30]=[C:10]1[C@@H:9]([NH:8][C:6](=[O:7])[O:5][C:1]([CH3:4])([CH3:3])[CH3:2])[CH2:13][CH2:12][N:11]1[CH:14]1[CH2:15][CH2:16][NH:17][CH2:18][CH2:19]1. Procedure details: To a solution of (S)-benzyl 4-(3-(tert-butoxycarbonylamino)-2-oxopyrrolidin-1-yl)piperidine-1-carboxylate (Preparation E, Step C, 7.0 g, 17 mmol) in methanol (300 mL) purged with nitrogen was added Pd/C (10%, 2 g) and the reaction was stirred overnight at ambient temperature under a balloon of hydrogen gas. The reaction was next purged with nitrogen and filtered through Celite®, and the filter cake was washed with methanol (about 100 mL). The combined organic phases were concentrated under vacuu... Reagents/catalysts: [Pd] (Pd/C). Reaction SMILES: [Br-:41].[CH2:46]1[O:47][CH2:48][CH2:49][CH2:50]1.[CH3:42][Mg+:43].[CH:1](=[O:2])[CH:3]1[CH2:4][N:5]([C:34](=[O:35])[O:36][C:37]([CH3:38])([CH3:39])[CH3:40])[CH2:6][CH:7]([N:9]([CH2:10][CH:11]([CH3:12])[CH3:13])[C:14](=[O:15])[c:16]2[n:17][n:18][n:19](-[c:27]3[c:28]([CH3:33])[cH:29][cH:30][cH:31][cH:32]3)[c:20]2[CH2:21][O:22][CH2:23][CH2:24][O:25][CH3:26])[CH2:8]1.[Cl-:44].[NH4+:45]>>[CH:1]([OH:2])([CH:3]1[CH2:4][N:5]([C:34](=[O:35])[O:36][C:37]([CH3:38])([CH3:39])[CH3:40])[CH2:6][CH:7]([N:9]([CH2:10][CH:11]([CH3:12])[CH3:13])[C:14](=[O:15])[c:16]2[n:17][n:18][n:19](-[c:27]3[c:28]([CH3:33])[cH:29][cH:30][cH:31][cH:32]3)[c:20]2[CH2:21][O:22][CH2:23][CH2:24][O:25][CH3:26])[CH2:8]1)[CH3:42]. The product is COCCOCc1c(C(=O)N(CC(C)C)C2CC(C(C)O)CN(C(=O)OC(C)(C)C)C2)nnn1-c1ccccc1C. Reactants: [Br-], C1CCOC1, C[Mg+], COCCOCc1c(C(=O)N(CC(C)C)C2CC(C=O)CN(C(=O)OC(C)(C)C)C2)nnn1-c1ccccc1C, [Cl-], [NH4+]. Reactants: COC(=O)c1cc(Br)c(Br)o1, CCCCCCC(C)Cl, CC(C)[Mg+], [Cl-], C1CCOC1. Yields the product COC(=O)c1cc(Br)c(Cl)o1. Reaction SMILES: [Br:6][c:7]1[cH:8][c:9]([C:13](=[O:14])[O:15][CH3:16])[o:10][c:11]1[Br:12].[CH2:17]([CH:18]([CH3:19])[Cl:25])[CH2:20][CH2:21][CH2:22][CH2:23][CH3:24].[CH:2]([Mg+:3])([CH3:4])[CH3:5].[Cl-:1].[O:26]1[CH2:27][CH2:28][CH2:29][CH2:30]1>>[Br:6][c:7]1[cH:8][c:9]([C:13](=[O:14])[O:15][CH3:16])[o:10][c:11]1[Cl:25]. Starting materials: CN1N=C(N=C1NCCCOC1=CC(=CC=C1)CN1CCCCC1)CN (1-methyl-5-[[3-[3-(1-piperidinylmethyl)phenoxy]propyl]amino]-1H-1,2,4-triazole-3-methanamine), dimethyl ester. The solvent is C(C)OCC (diethylether), CCOCC (ether). Yields the product C(#N)NC(=NCC1=NN(C(=N1)NCCCOC1=CC(=CC=C1)CN1CCCCC1)C)NC (N-Cyano-N'-methyl-N"-[[1-methyl-5-[[3-[3-(1-piperidinylmethyl)phenoxy]propyl]amino]-1H-1,2,4-triazol-3-yl]methyl]guanidine). Isolated yield 55.5%. Reaction SMILES: [CH3:1][N:2]1[C:6]([NH:7][CH2:8][CH2:9][CH2:10][O:11][C:12]2[CH:17]=[CH:16][CH:15]=[C:14]([CH2:18][N:19]3[CH2:24][CH2:23][CH2:22][CH2:21][CH2:20]3)[CH:13]=2)=[N:5][C:4]([CH2:25][NH2:26])=[N:3]1>C(OCC)C>[C:4]([NH:5][C:6]([NH:2][CH3:1])=[N:26][CH2:25][C:4]1[N:5]=[C:6]([NH:7][CH2:8][CH2:9][CH2:10][O:11][C:12]2[CH:17]=[CH:16][CH:15]=[C:14]([CH2:18][N:19]3[CH2:20][CH2:21][CH2:22][CH2:23][CH2:24]3)[CH:13]=2)[N:2]([CH3:1])[N:3]=1)#[N:3]. Procedure details: A solution of 1-methyl-5-[[3-[3-(1-piperidinylmethyl)phenoxy]propyl]amino]-1H-1,2,4-triazole-3-methanamine (1.0 g) in diethylether (20 ml) was added to a refluxing solution of N-cyanocarbimidothioic acid dimethyl ester (0.45 g) in ether (50 ml) and the mixture heated at reflux for 8 h. After cooling, a colourless solid (0.65 g) precipitated and was collected by filtration, m.p. 121°-122°. This material was added to a solution of methylamine (33% in ethanol, 10 ml) in ethanol (50 ml) and the solu... Starting materials: CC(CC=O)C (3-methylbutanal), N1CCC2(CC1)C1=C(NC(O2)=O)C=CC=C1 (spiro[benzo[d][1,3]oxazine-4,4′-piperidin]-2(1H)-one), C(C)(=O)O[BH-](OC(C)=O)OC(C)=O.[Na+] (sodium triacetoxyborohydride). The solvent is ClCCCl (1,2-dichloroethane). Conditions: time 1 hour. Product: C(CC(C)C)N1CCC2(CC1)C1=C(NC(O2)=O)C=CC=C1 (1′-isopentylspiro[benzo[d][1,3]oxazine-4,4′-piperidin]-2(1H)-one). Reaction SMILES: [NH:1]1[CH2:6][CH2:5][C:4]2([O:11][C:10](=[O:12])[NH:9][C:8]3[CH:13]=[CH:14][CH:15]=[CH:16][C:7]2=3)[CH2:3][CH2:2]1.[CH3:17][CH:18]([CH3:22])[CH2:19][CH:20]=O.C(O[BH-](OC(=O)C)OC(=O)C)(=O)C.[Na+]>ClCCCl>[CH2:20]([N:1]1[CH2:2][CH2:3][C:4]2([O:11][C:10](=[O:12])[NH:9][C:8]3[CH:13]=[CH:14][CH:15]=[CH:16][C:7]2=3)[CH2:5][CH2:6]1)[CH2:19][CH:18]([CH3:22])[CH3:17] |f:2.3|. Procedure details: Spiro[4H-3,1-benzoxazine-4,4′-piperidin]-2(1H)-one (A4) (22 mg, 0.10 mmol) was dissolved in anhydrous 1,2-dichloroethane (750 μL) in a scintillation vial and treated with 3-methylbutanal (va) (9 mg, 0.10 mmol), followed by sodium triacetoxyborohydride (30 mg, 0.14 mmol). The reaction was stirred at room temperature for 1 hour, then quenched with methanol (500 μL) and stirred at room temperature for an additional 30 minutes. The reaction was filtered (Whatman 0.45 μm PTFE) and subjected to revers...